This data is from the Open Reaction Database (ORD), a public repository of structured organic reaction records. The task is: describe an organic reaction: reactants, conditions, products, and yield The reactants are CCCCOC(=O)N1CCCC(Sc2nc3ccccc3cc2-c2ccccc2)C1, CCOC(C)=O. The product is c1ccc(-c2cc3ccccc3nc2SC2CCCNC2)cc1. As a reaction SMILES: [CH2:1]([O:2][C:3](=[O:4])[N:8]1[CH2:9][CH:10]([S:14][c:15]2[n:16][c:17]3[cH:18][cH:19][cH:20][cH:21][c:22]3[cH:23][c:24]2-[c:25]2[cH:26][cH:27][cH:28][cH:29][cH:30]2)[CH2:11][CH2:12][CH2:13]1)[CH2:5][CH2:6][CH3:7].[CH3:31][CH2:32][O:33][C:34](=[O:35])[CH3:36]>>[NH:8]1[CH2:9][CH:10]([S:14][c:15]2[n:16][c:17]3[cH:18][cH:19][cH:20][cH:21][c:22]3[cH:23][c:24]2-[c:25]2[cH:26][cH:27][cH:28][cH:29][cH:30]2)[CH2:11][CH2:12][CH2:13]1. Starting materials: C(C)(=O)C1=C(N=CN1C1CCN(CC1)C(=O)OC(C)(C)C)C1=CC=CC=C1 (tert-butyl 4-(5-acetyl-4-phenyl-1H-imidazol-1-yl)piperidine-1-carboxylate), FC1=CC=C(C=C1)C(S(=O)(=O)C1=CC=C(C=C1)C)[N+]#[C-] (1-fluoro-4-{isocyano[(4-methylphenyl)sulfonyl]methyl}benzene), [N+](#[C-])C(S(=O)(=O)C1=CC=C(C=C1)C)C1=CC=CC=C1 (1-{[isocyano(phenyl)methyl]sulfonyl}-4-methylbenzene), Cl.CNC(=N)N (N-methylguanidine hydrochloride), C[O-].[Na+] (sodium methoxide), C(C)(=O)C1=C(N=CN1C1CN(C1)C(=O)OC(C)(C)C)C1=CC=C(C=C1)F (tert-Butyl 3-[5-acetyl-4-(4-fluorophenyl)-1H-imidazol-1-yl]azetidine-1-carboxylate), NC1CCN(CC1)C(=O)OC(C)(C)C (tert-butyl 4-aminopiperidine-1-carboxylate), [Na] (sodium), COC(N(C)C)OC (N,N-dimethylformamide dimethyl acetal). Run in O (water), CO (methanol). Run at temperature 100 celsius. The product is CNC1=NC=CC(=N1)C1=C(N=CN1C1CCN(CC1)C(=O)OC(C)(C)C)C1=CC=CC=C1 (tert-Butyl 4-{5-[2-(methylamino)pyrimidin-4-yl]-4-phenyl-1H-imidazol-1-yl}piperidine-1-carboxylate). RXN SMILES: [C:1]([C:4]1[N:8]([CH:9]2[CH2:14][CH2:13][N:12]([C:15]([O:17][C:18]([CH3:21])([CH3:20])[CH3:19])=[O:16])[CH2:11][CH2:10]2)[CH:7]=[N:6][C:5]=1[C:22]1[CH:27]=[CH:26][CH:25]=[CH:24][CH:23]=1)(=O)[CH3:2].C(C1[N:35]([CH:36]2CN(C(OC(C)(C)C)=O)C2)[CH:34]=[N:33][C:32]=1C1C=CC(F)=CC=1)(=O)C.[NH2:54]C1CCN(C(OC(C)(C)C)=O)CC1.[N+](C(C1C=CC=CC=1)S(C1C=CC(C)=CC=1)(=O)=O)#[C-].FC1C=CC(C([N+]#[C-])S(C2C=CC(C)=CC=2)(=O)=O)=CC=1.COC(OC)N(C)C.[Na].Cl.CNC(N)=N.C[O-].[Na+]>O.CO>[CH3:36][NH:35][C:34]1[N:54]=[C:1]([C:4]2[N:8]([CH:9]3[CH2:10][CH2:11][N:12]([C:15]([O:17][C:18]([CH3:19])([CH3:20])[CH3:21])=[O:16])[CH2:13][CH2:14]3)[CH:7]=[N:6][C:5]=2[C:22]2[CH:27]=[CH:26][CH:25]=[CH:24][CH:23]=2)[CH:2]=[CH:32][N:33]=1 |f:7.8,9.10,^1:114|. Procedure details: A mixture of tert-butyl 4-(5-acetyl-4-phenyl-1H-imidazol-1-yl)piperidine-1-carboxylate [C24, prepared according to the general procedure for the synthesis of tert-butyl 3-[5-acetyl-4-(4-fluorophenyl)-1H-imidazol-1-yl]azetidine-1-carboxylate (C3) in Example 1, except that tert-butyl 4-aminopiperidine-1-carboxylate was used in place of tert-butyl 3-aminoazetidine-1-carboxylate, and 1-{[isocyano(phenyl)methyl]sulfonyl}-4-methylbenzene (C21) was employed rather than 1-fluoro-4-{isocyano[(4-methylphe... The reactants are O[C@@H](CN(C(OC(C)(C)C)=O)CCOC1=CC=C(C=C1)I)C1=CC=CC=C1 (tert-butyl [(2R)-2-hydroxy-2-phenylethyl][2-(4-iodophenoxy)ethyl]carbamate), C(C)OC=1C=C(C=CC1C(=O)NS(=O)(=O)C)B(O)O ([3-ethoxy-4-[[(methylsulfonyl)amino]carbonyl]phenyl]boronic acid), ClCCl (dichloromethane), C([O-])([O-])=O.[Na+].[Na+] (sodium carbonate). The reagents and catalysts are Cl[Pd]Cl.C1(=CC=CC=C1)P([C-]1C=CC=C1)C1=CC=CC=C1.[C-]1(C=CC=C1)P(C1=CC=CC=C1)C1=CC=CC=C1.[Fe+2] ([1,1′-bis(diphenylphosphino]ferrocene]-dichloropalladium(II)), C1(=CC=CC=C1)P([C-]1C=CC=C1)C1=CC=CC=C1.[C-]1(C=CC=C1)P(C1=CC=CC=C1)C1=CC=CC=C1.[Fe+2] (1,1′-bis(diphenylphosphino)ferrocene). Solvent: CN(C=O)C (N,N-dimethylformamide). Conditions: temperature 80 celsius, time 1 hour. Yields the product C(C)OC=1C=C(C=CC1C(=O)NS(=O)(=O)C)C1=CC=C(C=C1)OCCN(C(OC(C)(C)C)=O)C[C@@H](C1=CC=CC=C1)O (tert-butyl [2-[[3′-ethoxy-4′-[[(methylsulfonyl)amino]carbonyl]-4-biphenylyl]oxy]ethyl][(2R)-2-hydroxy-2-phenylethyl]carbamate). Isolated yield 27.3%. RXN SMILES: [OH:1][C@H:2]([C:22]1[CH:27]=[CH:26][CH:25]=[CH:24][CH:23]=1)[CH2:3][N:4]([CH2:12][CH2:13][O:14][C:15]1[CH:20]=[CH:19][C:18](I)=[CH:17][CH:16]=1)[C:5](=[O:11])[O:6][C:7]([CH3:10])([CH3:9])[CH3:8].[CH2:28]([O:30][C:31]1[CH:32]=[C:33](B(O)O)[CH:34]=[CH:35][C:36]=1[C:37]([NH:39][S:40]([CH3:43])(=[O:42])=[O:41])=[O:38])[CH3:29].ClCCl.C(=O)([O-])[O-].[Na+].[Na+]>Cl[Pd]Cl.C1(P(C2C=CC=CC=2)[C-]2C=CC=C2)C=CC=CC=1.[C-]1(P(C2C=CC=CC=2)C2C=CC=CC=2)C=CC=C1.[Fe+2].C1(P(C2C=CC=CC=2)[C-]2C=CC=C2)C=CC=CC=1.[C-]1(P(C2C=CC=CC=2)C2C=CC=CC=2)C=CC=C1.[Fe+2].CN(C)C=O>[CH2:28]([O:30][C:31]1[CH:32]=[C:33]([C:18]2[CH:19]=[CH:20][C:15]([O:14][CH2:13][CH2:12][N:4]([CH2:3][C@H:2]([OH:1])[C:22]3[CH:27]=[CH:26][CH:25]=[CH:24][CH:23]=3)[C:5](=[O:11])[O:6][C:7]([CH3:10])([CH3:9])[CH3:8])=[CH:16][CH:17]=2)[CH:34]=[CH:35][C:36]=1[C:37]([NH:39][S:40]([CH3:43])(=[O:42])=[O:41])=[O:38])[CH3:29] |f:3.4.5,6.7.8.9,10.11.12|. Procedure: A mixture of tert-butyl [(2R)-2-hydroxy-2-phenylethyl][2-(4-iodophenoxy)ethyl]carbamate (250 mg), [3-ethoxy-4-[[(methylsulfonyl)amino]carbonyl]phenyl]boronic acid (223 mg), [1,1′-bis(diphenylphosphino]ferrocene]-dichloropalladium(II), complex with dichloromethane (1:1, 114 mg), 1,1′-bis(diphenylphosphino)ferrocene (32 mg), N,N-dimethylformamide (5 ml), and 2N sodium carbonate solution (0.99 ml) was stirred at 80° C. for 1 hour. After cooling to room temperature, the mixture was quenched by the a...